From a dataset of the Open Reaction Database (ORD), a public repository of structured organic reaction records. describe an organic reaction: reactants, conditions, products, and yield The reactants are C(C)(C)(C)OC(=O)NCC(=O)N(C)CC=1C=C(C=CC1)C=1C=NC(=NC1)N1CCN(CC1)C1=CC=C(C(=O)OCC)C=C1 (Ethyl 4-(4-{5-[3-({[N-(tert-butoxycarbonyl)glycyl](methyl)amino}methyl)phenyl]pyrimidin-2-yl}piperazin-1-yl)benzoate), Cl (hydrochloric acid), O (water), [OH-].[Na+] (NaOH). The solvent is CCO (EtOH), C1CCOC1 (THF). Reaction conditions: time 3 hour. The product is C(C)(C)(C)OC(=O)NCC(=O)N(C)CC=1C=C(C=CC1)C=1C=NC(=NC1)N1CCN(CC1)C1=CC=C(C(=O)O)C=C1 (4-(4-{5-[3-({[N-(tert-butoxycarbonyl)glycyl](methyl)amino}methyl)phenyl]pyrimidin-2-yl}piperazin-1-yl)benzoic acid). Yield: 62.6%. As a reaction SMILES: [C:1]([O:5][C:6]([NH:8][CH2:9][C:10]([N:12]([CH2:14][C:15]1[CH:16]=[C:17]([C:21]2[CH:22]=[N:23][C:24]([N:27]3[CH2:32][CH2:31][N:30]([C:33]4[CH:43]=[CH:42][C:36]([C:37]([O:39]CC)=[O:38])=[CH:35][CH:34]=4)[CH2:29][CH2:28]3)=[N:25][CH:26]=2)[CH:18]=[CH:19][CH:20]=1)[CH3:13])=[O:11])=[O:7])([CH3:4])([CH3:3])[CH3:2].[OH-].[Na+].Cl.O>CCO.C1COCC1>[C:1]([O:5][C:6]([NH:8][CH2:9][C:10]([N:12]([CH2:14][C:15]1[CH:16]=[C:17]([C:21]2[CH:26]=[N:25][C:24]([N:27]3[CH2:28][CH2:29][N:30]([C:33]4[CH:43]=[CH:42][C:36]([C:37]([OH:39])=[O:38])=[CH:35][CH:34]=4)[CH2:31][CH2:32]3)=[N:23][CH:22]=2)[CH:18]=[CH:19][CH:20]=1)[CH3:13])=[O:11])=[O:7])([CH3:4])([CH3:2])[CH3:3] |f:1.2|. Procedure: Ethyl 4-(4-{5-[3-({[N-(tert-butoxycarbonyl)glycyl](methyl)amino}methyl)phenyl]pyrimidin-2-yl}piperazin-1-yl)benzoate (451 mg) was dissolved in EtOH (5 ml) and THF (5 ml), and a 1 M aqueous NaOH solution (2 ml) was added thereto, followed by stirring at room temperature for 3 hours. After neutralization with 1 M hydrochloric acid (2 ml), water was added thereto, followed by extraction with CHCl3. The organic layer was dried over Na2SO4 and the solvent was concentrated under reduced pressure. The ... Reported procedure: A mixture of 10 parts of 3-chloro-4-fluorobenzotrifluoride, 10 parts of potassium valinate and 50 parts of sulfolane was heated and maintained at about 125° C. for about 17 hours, with mixing. The mixture was then cooled to room temperature, diluted with water and acidified with hydrochloric acid to a pH of 1.0. The aqueous layer was extracted with diethyl ether. The ether layers were washed with water, then dried and concentrated by evaporation to yield 9.6 parts of 2-(2-chloro-4-trifluoromethy... Reaction SMILES: [Cl:1][C:2]1[CH:3]=[C:4]([C:9]([F:12])([F:11])[F:10])[CH:5]=[CH:6][C:7]=1F.[NH2:13][C@H:14]([C:18]([O-:20])=[O:19])[CH:15]([CH3:17])[CH3:16].[K+].S1(CCCC1)(=O)=O.Cl>O>[Cl:1][C:2]1[CH:3]=[C:4]([C:9]([F:12])([F:11])[F:10])[CH:5]=[CH:6][C:7]=1[NH:13][CH:14]([CH:15]([CH3:17])[CH3:16])[C:18]([OH:20])=[O:19] |f:1.2|. Starting materials: 10, ClC=1C=C(C=CC1F)C(F)(F)F (3-chloro-4-fluorobenzotrifluoride), N[C@@H](C(C)C)C(=O)[O-].[K+] (potassium valinate), S1(=O)(=O)CCCC1 (sulfolane), Cl (hydrochloric acid). Conditions: temperature 125 celsius. Isolated yield 96.0%. Run in O (water). Yields the product ClC1=C(C=CC(=C1)C(F)(F)F)NC(C(=O)O)C(C)C (2-(2-chloro-4-trifluoromethylphenylamino)-3-methylbutanoic acid). Starting materials: C(Cl)Cl (CH2Cl2), ClC=1C=C(C=CC1OCC1=CC(=CC=C1)F)NC1=NC=NC2=C1C1=C(C=3C=NN(C3CC1)CCO)S2 (2-[6-({3-chloro-4-[(3-fluorobenzyl)oxy]phenyl}amino)-4,5-dihydro-3H-pyrimido[5′,4′:4,5]thieno[2,3-e]indazol-3-yl]ethanol), S(=O)(Br)Br (thionyl bromide). The solvent is O (H2O). Product: BrCCN1N=CC=2C3=C(CCC12)C=1C(S3)=NC=NC1NC1=CC(=C(C=C1)OCC1=CC(=CC=C1)F)Cl (3-(2-bromoethyl)-N-{3-chloro-4-[(3-fluorobenzyl)oxy]phenyl}-4,5-dihydro-3H-pyrimido[5′,4′:4,5]thieno[2,3-e]indazol-6-amine). Yield: 61.5%. RXN SMILES: C(Cl)Cl.[Cl:4][C:5]1[CH:6]=[C:7]([NH:20][C:21]2[C:26]3[C:27]4[CH2:35][CH2:34][C:33]5[N:32]([CH2:36][CH2:37]O)[N:31]=[CH:30][C:29]=5[C:28]=4[S:39][C:25]=3[N:24]=[CH:23][N:22]=2)[CH:8]=[CH:9][C:10]=1[O:11][CH2:12][C:13]1[CH:18]=[CH:17][CH:16]=[C:15]([F:19])[CH:14]=1.S(Br)([Br:42])=O>O>[Br:42][CH2:37][CH2:36][N:32]1[C:33]2[CH2:34][CH2:35][C:27]3[C:26]4[C:25](=[N:24][CH:23]=[N:22][C:21]=4[NH:20][C:7]4[CH:8]=[CH:9][C:10]([O:11][CH2:12][C:13]5[CH:18]=[CH:17][CH:16]=[C:15]([F:19])[CH:14]=5)=[C:5]([Cl:4])[CH:6]=4)[S:39][C:28]=3[C:29]=2[CH:30]=[N:31]1. Procedure: To 10 mL CH2Cl2 cooled to 0° C. was added 2-[6-({3-chloro-4-[(3-fluorobenzyl)oxy]phenyl}amino)-4,5-dihydro-3H-pyrimido[5′,4′:4,5]thieno[2,3-e]indazol-3-yl]ethanol (295 mg, 0.57 mmol) followed by thionyl bromide (0.11 mL, 1.41 mmol), and the contents allowed to stir with warming to rt. After 4 h stirring at rt, the contents were diluted with H2O (10 mL). The layers were separated and the aqueous layer extracted with CH2Cl2 (3×10 mL). The combined organic layers were dried over MgSO4, filtered, an... Reactants: CC(C)O, Clc1cnc2ncccc2n1, [NH4+], [OH-]. The product is Nc1cnc2ncccc2n1. RXN SMILES: [CH:14]([OH:15])([CH3:16])[CH3:17].[Cl:1][c:2]1[n:3][c:4]2[c:5]([n:6][cH:7][cH:8][cH:9]2)[n:10][cH:11]1.[NH4+:12].[OH-:13]>>[c:2]1([NH2:12])[n:3][c:4]2[c:5]([n:6][cH:7][cH:8][cH:9]2)[n:10][cH:11]1. Reactants: ClCCl, OCc1cnc(-c2ccc(C(F)(F)F)cc2)cn1, O=S(Cl)Cl. Yields the product FC(F)(F)c1ccc(-c2cnc(CCl)cn2)cc1. As a reaction SMILES: [Cl:23][CH2:24][Cl:25].[F:1][C:2]([c:3]1[cH:4][cH:5][c:6](-[c:9]2[n:10][cH:11][c:12]([CH2:15][OH:16])[n:13][cH:14]2)[cH:7][cH:8]1)([F:17])[F:18].[S:19]([Cl:20])([Cl:21])=[O:22]>>[F:1][C:2]([c:3]1[cH:4][cH:5][c:6](-[c:9]2[n:10][cH:11][c:12]([CH2:15][Cl:21])[n:13][cH:14]2)[cH:7][cH:8]1)([F:17])[F:18]. The reactants are C([O-])([O-])=O.[Na+].[Na+] (sodium carbonate), FC1=C(C=C(C(=C1)F)F)B(O)O (2,4,5-trifluorophenylboronic acid), COC(=O)C=1CC2(OCC[OH+]2)CCC1OS(=O)(=O)C(F)(F)F (7-(methoxycarbonyl)-8-{[(trifluoromethyl)sulfonyl]oxy}-4-oxa-1-oxoniaspiro[4.5]dec-7-ene). Solvent: CN(C=O)C (N,N-dimethylformamide). Conditions: time 8 hour. Product: FC1=C(C=C(C(=C1)F)F)C1=C(CC2(OCCO2)CC1)C(=O)OC (Methyl 8-(2,4,5-trifluorophenyl)-1,4-dioxaspiro[4.5]dec-7-ene-7-carboxylate). Reaction SMILES: [CH3:1][O:2][C:3]([C:5]1[CH2:6][C:7]2([CH2:12][CH2:13][C:14]=1OS(C(F)(F)F)(=O)=O)[OH+:11][CH2:10][CH2:9][O:8]2)=[O:4].C(=O)([O-])[O-].[Na+].[Na+].[F:29][C:30]1[CH:35]=[C:34]([F:36])[C:33]([F:37])=[CH:32][C:31]=1B(O)O>CN(C)C=O>[F:29][C:30]1[CH:35]=[C:34]([F:36])[C:33]([F:37])=[CH:32][C:31]=1[C:14]1[CH2:13][CH2:12][C:7]2([O:8][CH2:9][CH2:10][O:11]2)[CH2:6][C:5]=1[C:3]([O:2][CH3:1])=[O:4] |f:1.2.3|. Reported procedure: To a stirred solution of 7-(methoxycarbonyl)-8-{[(trifluoromethyl)sulfonyl]oxy}-4-oxa-1-oxoniaspiro[4.5]dec-7-ene (5.65 g, 16.0 mmol) dissolved in N,N-dimethylformamide (190 mL) were added aqueous sodium carbonate solution (2.0M, 20 mL, 39.0 mmol) and 2,4,5-trifluorophenylboronic acid (4.11 g, 23.4 mmol). The resulting mixture was degassed and treated with PdCl2(dppf) ([1,1′-bis(diphenylphosphino)-ferrocene]dichloropalladium(II), complex with dichloromethane (1:1), 1274 mg). The resulting mixtur...